This data is from the Open Reaction Database (ORD), a public repository of structured organic reaction records. The task is: describe an organic reaction: reactants, conditions, products, and yield The reactants are C(C)(C)(C)O[C@H](C(=O)OC)C1=C2N3CCC(OCCCC[C@@H](OC=4C=C(C(=CC4C4=CC=CC(C5=CN2C(C=C1C)=N5)=C4)F)C)C)(CC3)C (methyl(2S)-2-(tert-butoxy)-2-[(22S)-17-fluoro-4,18,22,28-tetramethyl-21,27-dioxa-1,7,34-triazahexacyclo[26.2.2.16,9.110,14.02,7.015,20]tetratriaconta-2,4,6(34),8,10(33),11,13,15(20),16,18-decaen-3-yl]acetate), C1CC(=O)N(C1=O)Cl (NCS). Solvent: CC#N (MeCN). Reaction conditions: time 1 hour. Product: C(C)(C)(C)O[C@H](C(=O)OC)C1=C2N3CCC(OCCCC[C@@H](OC=4C=C(C(=CC4C4=CC=CC(C5=C(N2C(C=C1C)=N5)Cl)=C4)F)C)C)(CC3)C (Methyl(2S)-2-(tert-butoxy)-2-[(22S)-8-chloro-17-fluoro-4,18,22,28-tetramethyl-21,27-dioxa-1,7,34-triazahexacyclo[26.2.2.16,9.110,14.02,7.015,20]tetratriaconta-2,4,6(34),8,10(33),11,13,15(20),16,18-decaen-3-yl]acetate). Isolated yield 87.0%. RXN SMILES: [C:1]([O:5][C@@H:6]([C:11]1[C:40]([CH3:41])=[CH:39][C:38]2=[N:42][C:35]3=[CH:36][N:37]2[C:12]=1[N:13]1[CH2:48][CH2:47][C:16]([CH3:49])([O:17][CH2:18][CH2:19][CH2:20][CH2:21][C@H:22]([CH3:46])[O:23][C:24]2[CH:25]=[C:26]([CH3:45])[C:27]([F:44])=[CH:28][C:29]=2[C:30]2[CH:43]=[C:34]3[CH:33]=[CH:32][CH:31]=2)[CH2:15][CH2:14]1)[C:7]([O:9][CH3:10])=[O:8])([CH3:4])([CH3:3])[CH3:2].C1C(=O)N([Cl:57])C(=O)C1>CC#N>[C:1]([O:5][C@@H:6]([C:11]1[C:40]([CH3:41])=[CH:39][C:38]2=[N:42][C:35]3=[C:36]([Cl:57])[N:37]2[C:12]=1[N:13]1[CH2:48][CH2:47][C:16]([CH3:49])([O:17][CH2:18][CH2:19][CH2:20][CH2:21][C@H:22]([CH3:46])[O:23][C:24]2[CH:25]=[C:26]([CH3:45])[C:27]([F:44])=[CH:28][C:29]=2[C:30]2[CH:43]=[C:34]3[CH:33]=[CH:32][CH:31]=2)[CH2:15][CH2:14]1)[C:7]([O:9][CH3:10])=[O:8])([CH3:4])([CH3:2])[CH3:3]. Procedure details: To a solution of methyl(2S)-2-(tert-butoxy)-2-[(22S)-17-fluoro-4,18,22,28-tetramethyl-21,27-dioxa-1,7,34-triazahexacyclo[26.2.2.16,9.110,14.02,7.015,20]tetratriaconta-2,4,6(34),8,10(33),11,13,15(20),16,18-decaen-3-yl]acetate (56 mg, 0.083 mmol, 1 equiv) in MeCN (1 mL) was added NCS (11 mg, 0.083 mmol, 1 equiv). After 1 h, the reaction was concentrated in vacuo. The crude product was purified by flash column chromatography (0-100% EtOAc [2% TEA]/hexane) to provide the product (51 mg, 87%) as a ye... Reaction SMILES: [Ba+2:43].[CH3:1][c:2]1[cH:3][cH:4][c:5]([S:8](=[O:9])(=[O:10])[O:11][CH2:12][CH:13]2[O:14][c:15]3[c:16]([c:18]([Br:22])[cH:19][cH:20][cH:21]3)[CH2:17]2)[cH:6][cH:7]1.[CH3:23][c:24]1[c:25]([B:31]([OH:32])[OH:33])[c:26]([CH3:30])[cH:27][cH:28][cH:29]1.[OH-:42].[OH-:44].[OH2:34].[OH2:35].[OH2:36].[OH2:37].[OH2:38].[OH2:39].[OH2:40].[OH2:41].[cH:45]1[cH:46][cH:47][c:48]([P:49]([Pd:50]([P:51]([c:52]2[cH:53][cH:54][cH:55][cH:56][cH:57]2)([c:58]2[cH:59][cH:60][cH:61][cH:62][cH:63]2)[c:64]2[cH:65][cH:66][cH:67][cH:68][cH:69]2)([P:70]([c:71]2[cH:72][cH:73][cH:74][cH:75][cH:76]2)([c:77]2[cH:78][cH:79][cH:80][cH:81][cH:82]2)[c:83]2[cH:84][cH:85][cH:86][cH:87][cH:88]2)[P:89]([c:90]2[cH:91][cH:92][cH:93][cH:94][cH:95]2)([c:96]2[cH:97][cH:98][cH:99][cH:100][cH:101]2)[c:102]2[cH:103][cH:104][cH:105][cH:106][cH:107]2)([c:108]2[cH:109][cH:110][cH:111][cH:112][cH:113]2)[c:114]2[cH:115][cH:116][cH:117][cH:118][cH:119]2)[cH:120][cH:121]1>>[CH3:1][c:2]1[cH:3][cH:4][c:5]([S:8](=[O:9])(=[O:10])[O:11][CH2:12][CH:13]2[O:14][c:15]3[c:16]([c:18](-[c:25]4[c:24]([CH3:23])[cH:29][cH:28][cH:27][c:26]4[CH3:30])[cH:19][cH:20][cH:21]3)[CH2:17]2)[cH:6][cH:7]1. Product: Cc1ccc(S(=O)(=O)OCC2Cc3c(cccc3-c3c(C)cccc3C)O2)cc1. Reactants: [Ba+2], Cc1ccc(S(=O)(=O)OCC2Cc3c(Br)cccc3O2)cc1, Cc1cccc(C)c1B(O)O, [OH-], [OH-], O, O, O, O, O, O, O, O, c1ccc(P(c2ccccc2)(c2ccccc2)[Pd](P(c2ccccc2)(c2ccccc2)c2ccccc2)(P(c2ccccc2)(c2ccccc2)c2ccccc2)P(c2ccccc2)(c2ccccc2)c2ccccc2)cc1. The reactants are CCOC(=O)c1scc(Br)c1C, C1CCOC1, CO, Cl, [Na+], [OH-], O, O. Product: Cc1c(Br)csc1C(=O)O. As a reaction SMILES: [Br:1][c:2]1[c:3]([CH3:12])[c:4]([C:7](=[O:8])[O:9][CH2:10][CH3:11])[s:5][cH:6]1.[CH2:17]1[O:18][CH2:19][CH2:20][CH2:21]1.[CH3:22][OH:23].[ClH:15].[Na+:14].[OH-:13].[OH2:16].[OH2:24]>>[Br:1][c:2]1[c:3]([CH3:12])[c:4]([C:7](=[O:8])[OH:9])[s:5][cH:6]1. Procedure: Using an analogous procedure to that described in Example 68, 5-[4-(2,2,4-trimethyl-1,3-dioxolan-4-yl)thien-2-ylthio]indan-1-one was reacted with hydroxylamine hydrochloride to give (E)-5-[4-(2,2,4-trimethyl-1,3-dioxolan-4-yl)thien-2-ylthio]indan-1-one oxime in 60% yield as a foam. Isolated yield 60.0%. Product: CC1(OCC(O1)(C)C=1C=C(SC1)SC=1C=C2CC\C(\C2=CC1)=N/O)C ((E)-5-[4-(2,2,4-trimethyl-1,3-dioxolan-4-yl)thien-2-ylthio]indan-1-one oxime). Reactants: CC1(OCC(O1)(C)C=1C=C(SC1)SC=1C=C2CCC(C2=CC1)=O)C (5-[4-(2,2,4-trimethyl-1,3-dioxolan-4-yl)thien-2-ylthio]indan-1-one), Cl.NO (hydroxylamine hydrochloride). RXN SMILES: [CH3:1][C:2]1([CH3:24])[O:6][C:5]([C:8]2[CH:9]=[C:10]([S:13][C:14]3[CH:15]=[C:16]4[C:20](=[CH:21][CH:22]=3)[C:19](=O)[CH2:18][CH2:17]4)[S:11][CH:12]=2)([CH3:7])[CH2:4][O:3]1.Cl.[NH2:26][OH:27]>>[CH3:1][C:2]1([CH3:24])[O:6][C:5]([C:8]2[CH:9]=[C:10]([S:13][C:14]3[CH:15]=[C:16]4[C:20](=[CH:21][CH:22]=3)/[C:19](=[N:26]/[OH:27])/[CH2:18][CH2:17]4)[S:11][CH:12]=2)([CH3:7])[CH2:4][O:3]1 |f:1.2|. The reactants are Cl (hydrochloric acid), C(SC)(OCC1=CC=CC=C1)=S (S-methyl O-benzyl dithiocarbonate), CC(C(C)=O)C (3-methylbutan-2-one), [NH2-].[Na+] (sodium amide). The solvent is O (water), C1(=CC=CC=C1)C (toluene), C1(=CC=CC=C1)C (toluene). Conditions: time 2 hour. Product: CC(C(CC(=S)OCC1=CC=CC=C1)=O)C (O-Benzyl 4-methyl-3-oxothiopentanoate). Yield: 71.7%. RXN SMILES: [C:1](=[S:12])([O:4][CH2:5][C:6]1[CH:11]=[CH:10][CH:9]=[CH:8][CH:7]=1)SC.[CH3:13][CH:14]([CH3:18])[C:15](=[O:17])[CH3:16].[NH2-].[Na+].Cl>C1(C)C=CC=CC=1.O>[CH3:13][CH:14]([CH3:18])[C:15](=[O:17])[CH2:16][C:1]([O:4][CH2:5][C:6]1[CH:7]=[CH:8][CH:9]=[CH:10][CH:11]=1)=[S:12] |f:2.3|. Reported procedure: A solution of S-methyl O-benzyl dithiocarbonate (6.90 g) and 3-methylbutan-2-one (3.00 g) in toluene (20 mL) was added dropwise to a suspension of sodium amide (2.71 g) in toluene (60 mL) at 0° C. over a 5-minute period. The mixture was stirred at room temperature for 2 hours. The reaction mixture was poured into water, and the mixture was acidified by addition of 1 mol/L hydrochloric acid. The resulting mixture was extracted with diethyl ether, and the organic layer was washed with water and dr... Yields the product COC(=O)C(c1ccc(C(=O)O)cc1)c1nc2ccccc2o1. RXN SMILES: [CH2:35]([Cl:36])[Cl:37].[OH:28][C:29]([C:30]([F:31])([F:32])[F:33])=[O:34].[o:1]1[c:2]([CH:10]([C:11](=[O:12])[O:13][CH3:14])[c:15]2[cH:16][cH:17][c:18]([C:19](=[O:20])[O:21][C:22]([CH3:23])([CH3:24])[CH3:25])[cH:26][cH:27]2)[n:3][c:4]2[c:5]1[cH:6][cH:7][cH:8][cH:9]2>>[o:1]1[c:2]([CH:10]([C:11](=[O:12])[O:13][CH3:14])[c:15]2[cH:16][cH:17][c:18]([C:19](=[O:20])[OH:21])[cH:26][cH:27]2)[n:3][c:4]2[c:5]1[cH:6][cH:7][cH:8][cH:9]2. The reactants are ClCCl, O=C(O)C(F)(F)F, COC(=O)C(c1ccc(C(=O)OC(C)(C)C)cc1)c1nc2ccccc2o1. The reactants are Brc1cc2ncnc(Nc3ccc4[nH]ccc4c3)c2s1, CSc1ccc(B(O)O)cc1, CS(C)=O. Yields the product CSc1ccc(-c2cc3ncnc(Nc4ccc5[nH]ccc5c4)c3s2)cc1. As a reaction SMILES: [Br:12][c:13]1[cH:14][c:15]2[n:16][cH:17][n:18][c:19]([NH:22][c:23]3[cH:24][c:25]4[cH:26][cH:27][nH:28][c:29]4[cH:30][cH:31]3)[c:20]2[s:21]1.[CH3:1][S:2][c:3]1[cH:4][cH:5][c:6]([B:9]([OH:10])[OH:11])[cH:7][cH:8]1.[CH3:32][S:33]([CH3:34])=[O:35]>>[CH3:1][S:2][c:3]1[cH:4][cH:5][c:6](-[c:13]2[cH:14][c:15]3[n:16][cH:17][n:18][c:19]([NH:22][c:23]4[cH:24][c:25]5[cH:26][cH:27][nH:28][c:29]5[cH:30][cH:31]4)[c:20]3[s:21]2)[cH:7][cH:8]1.